From a dataset of the Open Reaction Database (ORD), a public repository of structured organic reaction records. describe an organic reaction: reactants, conditions, products, and yield Reported procedure: First, by effecting Friedel Krafts reaction between hydrochloride nicotinic acid chloride and mesitylene in accordance with Reynold C. Fuson and John J. Miller's method [cf. J.Am.Chem. Soc. 79.3477 (1957)], 3-mesitol pyridine (yield: 63%, b.p.:157.5°-158°C/4mmHg) is obtained. Reactants: C(C1=CN=CC=C1)(=O)Cl.Cl (hydrochloride nicotinic acid chloride), C1(=CC(=CC(=C1)C)C)C (mesitylene). Product: N1=CC=CC=C1.C=1(CC(C=C(C1)C)(C)O)C (3-mesitol pyridine). Reaction SMILES: C(Cl)(=[O:8])[C:2]1[CH:7]=[CH:6][CH:5]=[N:4][CH:3]=1.Cl.[C:11]1([CH3:19])[CH:16]=[C:15]([CH3:17])[CH:14]=[C:13]([CH3:18])[CH:12]=1>>[N:4]1[CH:5]=[CH:6][CH:7]=[CH:2][CH:3]=1.[C:11]1([CH3:19])[CH2:16][C:15]([OH:8])([CH3:17])[CH:14]=[C:13]([CH3:18])[CH:12]=1 |f:0.1,3.4|. The yield is 63.0%. The reactants are C(C)(=O)C1=CN(C2=CN=CC=C21)CC(=O)O ((3-acetyl-pyrrolo[2,3-c]pyridin-1-yl)-acetic acid), COC1=CC=C2C(=N1)NC=C2C(C)=O (1-(6-methoxy-1H-pyrrolo[2,3-b]pyridin-3-yl)-ethanone). Procedure: was prepared using similar procedures as described for the synthesis of (3-acetyl-pyrrolo[2,3-c]pyridin-1-yl)-acetic acid in Scheme A15 from 1-(6-methoxy-1H-pyrrolo[2,3-b]pyridin-3-yl)-ethanone. MS (UPLC/MS): 249.2 [M+H]+, 497.3 [2M+H]+, 519.3 [2M+Na]+, 247.1 [M−H]−, 293.2 [M+HCOO]−, 495.3 [2M+HCOO]−; tR (HPLC conditions f): 1.55 min. 1H-NMR (400 MHz, DMSO): δ (ppm): 12.3 (bs, 1H), 8.33 (d, 1H), 8.21 (s, 1H), 6.70 (d, 1H), 3.89 (s, 3H), 3.32 (s, 2H), 2.43 (s, 3H). Reaction SMILES: [C:1]([C:4]1[C:12]2[C:7](=CN=[CH:10][CH:11]=2)[N:6]([CH2:13][C:14]([OH:16])=[O:15])[CH:5]=1)(=[O:3])[CH3:2].[CH3:17][O:18][C:19]1[N:24]=C2NC=C(C(=O)C)C2=CC=1>>[C:1]([C:4]1[C:12]2[C:7](=[N:24][C:19]([O:18][CH3:17])=[CH:10][CH:11]=2)[N:6]([CH2:13][C:14]([OH:16])=[O:15])[CH:5]=1)(=[O:3])[CH3:2]. Product: C(C)(=O)C1=CN(C2=NC(=CC=C21)OC)CC(=O)O ((3-Acetyl-6-methoxy-pyrrolo[2,3-b]pyridin-1-yl)-acetic acid). Starting materials: ice water, [H-].[Na+] (sodium hydride), BrCCCN1C(C=2C(C1=O)=CC=CC2)=O (N-(3-bromopropyl)-phthalimide), N1(CCOCC1)CC=1C=C(C=CC1)O (3-(4-morpholinylmethyl)phenol). Solvent: CN(C)C=O (DMF). Run at time 20 minute. Yields the product N1(CCOCC1)CC=1C=C(OCCCN2C(C3=CC=CC=C3C2=O)=O)C=CC1 (2-[3-[3-(4morpholinylmethyl)phenoxy]propyl]-1H-isoindole-1,3(2H)-dione). RXN SMILES: [H-].[Na+].[N:3]1([CH2:9][C:10]2[CH:11]=[C:12]([OH:16])[CH:13]=[CH:14][CH:15]=2)[CH2:8][CH2:7][O:6][CH2:5][CH2:4]1.Br[CH2:18][CH2:19][CH2:20][N:21]1[C:25](=[O:26])[C:24]2=[CH:27][CH:28]=[CH:29][CH:30]=[C:23]2[C:22]1=[O:31]>CN(C=O)C>[N:3]1([CH2:9][C:10]2[CH:11]=[C:12]([CH:13]=[CH:14][CH:15]=2)[O:16][CH2:18][CH2:19][CH2:20][N:21]2[C:25](=[O:26])[C:24]3[C:23](=[CH:30][CH:29]=[CH:28][CH:27]=3)[C:22]2=[O:31])[CH2:8][CH2:7][O:6][CH2:5][CH2:4]1 |f:0.1|. Reported procedure: To 1.58 g (0.033 moles) of 50% sodium hydride is added 15 ml DMF; then 6.3 g (0.033 moles) of 3-(4-morpholinylmethyl)phenol, dissolved in 30 ml DMB, is added dropwise to the stirred suspension at room temperature. This mixture is stirred 20 minutes and then N-(3-bromopropyl)-phthalimide, 9 g. (0.033 moles) is added to the mixture and stirred. A clear, amber solution results. After 2 hours, this solution is poured into ice-water and extracted with 100 ml of chloroform. The organic layer is washed... Starting materials: FC(C(=O)NCCC1=C(C=CC(=C1)OC)I)(F)F (N-trifluoroacetyl-2-iodo-5-methoxyphenethylamine), CC(=O)[O-].[K+] (KOAc), C1=CC=C(C=C1)P(C2=CC=CC=C2)C3=CC=CC=C3 (PPh3). Reagents/catalysts: [N+](CCCC)(CCCC)(CCCC)CCCC.[Br-] (n-Bu4NBr), CC(=O)[O-].CC(=O)[O-].[Pd+2] (Pd(OAc)2). Solvent: CN(C=O)C (dimethylformamide). Run at time 8 hour. The product is FC(C(=O)N1CCC2=C(C(C1)=C)C=CC(=C2)OC)(F)F (N-Trifluoroacetyl-7-methoxy-1-methylene-2,3,4,5-tetrahydro-1H-3-benzazepine). Isolated yield 462.7%. Reaction SMILES: [F:1][C:2]([F:18])([F:17])[C:3]([NH:5][CH2:6][CH2:7][C:8]1[CH:13]=[C:12]([O:14][CH3:15])[CH:11]=[CH:10][C:9]=1I)=[O:4].CC([O-])=O.[K+].[CH:24]1[CH:29]=CC(P(C2C=CC=CC=2)C2C=CC=CC=2)=C[CH:25]=1>CN(C)C=O.[N+](CCCC)(CCCC)(CCCC)CCCC.[Br-].CC([O-])=O.CC([O-])=O.[Pd+2]>[F:1][C:2]([F:18])([F:17])[C:3]([N:5]1[CH2:29][C:24](=[CH2:25])[C:9]2[CH:10]=[CH:11][C:12]([O:14][CH3:15])=[CH:13][C:8]=2[CH2:7][CH2:6]1)=[O:4] |f:1.2,5.6,7.8.9|. Procedure: A solution of N-allyl, N-trifluoroacetyl-2-iodo-5-methoxyphenethylamine (20.5 g, 50 mmol) in dimethylformamide (250 mL) is treated with KOAc (14.6 g, 149 mmol), n-Bu4NBr (16.0 g, 50 mmol), PPh3 (1.3 g, 5.0 mmol), Pd(OAc)2 (0.56 g, 2.5 mmol) and stirred overnight at 90 C. The product mixture was cooled to 20 C, filtered, diluted with water (500 mL) and extracted with ether (3×500 mL). The combined organic phases were washed with water (100 mL), brine (100 mL), dried with Na2SO4 and concentrated. ... Starting materials: C1(=CC=CC=C1)P(C1=CC=CC=C1)C1=CC=CC=C1 (triphenylphosphine), C1(C=2C(C(N1)=O)=CC=CC2)=O (phthalimide), OC(C=C)CCC(CF)N1C(C=2C(C1=O)=CC=CC2)=O (3-hydroxy-7-fluoro-6-phthalimidoheptene), CCOC(=O)/N=N/C(=O)OCC (diethylazodicarboxylate). Solvent: O (water), C1CCOC1 (THF), C1CCOC1 (THF). Reaction conditions: time 72 hour. The product is FCC(CCC(C=C)N1C(C=2C(C1=O)=CC=CC2)=O)N2C(C=1C(C2=O)=CC=CC1)=O (7-fluoro-3,6-bisphthalimidoheptene). Reaction SMILES: C1(P(C2C=CC=CC=2)C2C=CC=CC=2)C=CC=CC=1.[C:20]1(=[O:30])[NH:24][C:23](=[O:25])[C:22]2=[CH:26][CH:27]=[CH:28][CH:29]=[C:21]12.O[CH:32]([CH2:35][CH2:36][CH:37]([N:40]1[C:44](=[O:45])[C:43]2=[CH:46][CH:47]=[CH:48][CH:49]=[C:42]2[C:41]1=[O:50])[CH2:38][F:39])[CH:33]=[CH2:34].CCOC(/N=N/C(OCC)=O)=O>C1COCC1.O>[F:39][CH2:38][CH:37]([N:40]1[C:41](=[O:50])[C:42]2=[CH:49][CH:48]=[CH:47][CH:46]=[C:43]2[C:44]1=[O:45])[CH2:36][CH2:35][CH:32]([N:24]1[C:20](=[O:30])[C:21]2=[CH:29][CH:28]=[CH:27][CH:26]=[C:22]2[C:23]1=[O:25])[CH:33]=[CH2:34]. Procedure details: To a solution of triphenylphosphine (103 g, 0.39 mol), phthalimide (57.8 g, 0.43 mol) and 3-hydroxy-7-fluoro-6-phthalimidoheptene (109 g, 0.39 mol) in dry THF (2 L) under nitrogen, was added dropwise a solution of diethylazodicarboxylate (75.4 g, 0.43 mol) in dry THF (1 L). The solution was kept <20° C. The reaction mixture was stirred for 72 hours. The THF layer was separated and evaporated to give an oil which was boiled in water (5×250 mL), the water was decanted and the residue was dissolved... Reactants: CCCCC(OCOC)c1ccc(C(OC(C)=O)C(C)C)cc1F, CC(=O)O, Cl. The product is CCCCC(O)c1ccc(C(OC(C)=O)C(C)C)cc1F. As a reaction SMILES: [C:1]([CH3:2])(=[O:3])[O:4][CH:5]([CH:6]([CH3:7])[CH3:8])[c:9]1[cH:10][c:11]([F:24])[c:12]([CH:15]([CH2:16][CH2:17][CH2:18][CH3:19])[O:20][CH2:21][O:22][CH3:23])[cH:13][cH:14]1.[CH3:26][C:27](=[O:28])[OH:29].[ClH:25]>>[C:1]([CH3:2])(=[O:3])[O:4][CH:5]([CH:6]([CH3:7])[CH3:8])[c:9]1[cH:10][c:11]([F:24])[c:12]([CH:15]([CH2:16][CH2:17][CH2:18][CH3:19])[OH:20])[cH:13][cH:14]1. Starting materials: C1CCOC1, COC(=O)C1(NC(=O)c2ccc(OC)c(OCCc3cccc(CCO)c3)c2)Cc2ccccc2C1, CC(C)OC(=O)N=NC(=O)OC(C)C, c1ccc(P(c2ccccc2)c2ccccc2)cc1, [N-]=[N+]=NP(=O)(c1ccccc1)c1ccccc1. The product is COC(=O)C1(NC(=O)c2ccc(OC)c(OCCc3cccc(CCN=[N+]=[N-])c3)c2)Cc2ccccc2C1. As a reaction SMILES: [CH2:87]1[O:88][CH2:89][CH2:90][CH2:91]1.[CH3:1][O:2][C:3](=[O:4])[C:5]1([NH:14][C:15]([c:16]2[cH:17][c:18]([O:24][CH2:25][CH2:26][c:27]3[cH:28][c:29]([CH2:33][CH2:34][OH:35])[cH:30][cH:31][cH:32]3)[c:19]([O:22][CH3:23])[cH:20][cH:21]2)=[O:36])[CH2:6][c:7]2[cH:8][cH:9][cH:10][cH:11][c:12]2[CH2:13]1.[O:73]=[C:74]([O:75][CH:76]([CH3:77])[CH3:78])[N:79]=[N:80][C:81]([O:82][CH:83]([CH3:84])[CH3:85])=[O:86].[c:37]1([P:38]([c:39]2[cH:40][cH:41][cH:42][cH:43][cH:44]2)[c:45]2[cH:46][cH:47][cH:48][cH:49][cH:50]2)[cH:51][cH:52][cH:53][cH:54][cH:55]1.[c:56]1([P:57]([c:58]2[cH:59][cH:60][cH:61][cH:62][cH:63]2)(=[O:64])[N:70]=[N+:71]=[N-:72])[cH:65][cH:66][cH:67][cH:68][cH:69]1>>[CH3:1][O:2][C:3](=[O:4])[C:5]1([NH:14][C:15]([c:16]2[cH:17][c:18]([O:24][CH2:25][CH2:26][c:27]3[cH:28][c:29]([CH2:33][CH2:34][N:70]=[N+:71]=[N-:72])[cH:30][cH:31][cH:32]3)[c:19]([O:22][CH3:23])[cH:20][cH:21]2)=[O:36])[CH2:6][c:7]2[cH:8][cH:9][cH:10][cH:11][c:12]2[CH2:13]1.